From a dataset of the Open Reaction Database (ORD), a public repository of structured organic reaction records. describe an organic reaction: reactants, conditions, products, and yield Reactants: CCCc1nc2c(N(Cc3ccccc3)Cc3ccccc3)nc(C)c(C)c2n1CC1(O)CCCCC1, CO, CCO, O=C[O-], [NH4+]. Product: CCCc1nc2c(N)nc(C)c(C)c2n1CC1(O)CCCCC1. Reaction SMILES: [CH2:1]([N:8]([CH2:2][c:3]1[cH:4][cH:5][cH:6][cH:7][cH:31]1)[c:9]1[n:10][c:11]([CH3:30])[c:12]([CH3:29])[c:13]2[c:14]1[n:15][c:16]([CH2:26][CH2:27][CH3:28])[n:17]2[CH2:18][C:19]1([OH:25])[CH2:20][CH2:21][CH2:22][CH2:23][CH2:24]1)[c:32]1[cH:33][cH:34][cH:35][cH:36][cH:37]1.[CH3:42][OH:43].[CH3:44][CH2:45][OH:46].[CH:38]([O-:39])=[O:40].[NH4+:41]>>[NH2:8][c:9]1[n:10][c:11]([CH3:30])[c:12]([CH3:29])[c:13]2[c:14]1[n:15][c:16]([CH2:26][CH2:27][CH3:28])[n:17]2[CH2:18][C:19]1([OH:25])[CH2:20][CH2:21][CH2:22][CH2:23][CH2:24]1. Reactants: N(=NC(=O)N1CCCCC1)C(=O)N1CCCCC1 (1,1′-(azodicarbonyl)dipiperidine), CC1=C(C(=CC=C1)C)C1=CC(=CC=C1)CO ((2′,6′-dimethylbiphenyl-3-yl)methanol), OC=1C=C2C=CNC2=CC1 (5-hydroxyindole), C(CCC)P(CCCC)CCCC (tributylphosphine). The solvent is O1CCCC1 (tetrahydrofuran), C(C)OCC (Diethyl ether). Reaction conditions: time 18 hour. Product: CC1=C(C(=CC=C1)C)C1=CC(=CC=C1)COC=1C=C2C=CNC2=CC1 (5-[(2′,6′-dimethylbiphenyl-3-yl)methoxy]-1H-indole). Yield: 61.6%. RXN SMILES: [CH3:1][C:2]1[CH:7]=[CH:6][CH:5]=[C:4]([CH3:8])[C:3]=1[C:9]1[CH:14]=[CH:13][CH:12]=[C:11]([CH2:15][OH:16])[CH:10]=1.O[C:18]1[CH:19]=[C:20]2[C:24](=[CH:25][CH:26]=1)[NH:23][CH:22]=[CH:21]2.C(P(CCCC)CCCC)CCC.N(C(N1CCCCC1)=O)=NC(N1CCCCC1)=O>O1CCCC1.C(OCC)C>[CH3:8][C:4]1[CH:5]=[CH:6][CH:7]=[C:2]([CH3:1])[C:3]=1[C:9]1[CH:14]=[CH:13][CH:12]=[C:11]([CH2:15][O:16][C:18]2[CH:19]=[C:20]3[C:24](=[CH:25][CH:26]=2)[NH:23][CH:22]=[CH:21]3)[CH:10]=1. Reported procedure: A solution of (2′,6′-dimethylbiphenyl-3-yl)methanol (1.0 g, 4.71 mmol), 5-hydroxyindole (0.63 g, 4.73 mmol) and tributylphosphine (1.5 mL, 6.02 mmol) in tetrahydrofuran (30 mL) was stirred, and 1,1′-(azodicarbonyl)dipiperidine (1.6 g, 6.34 mmol) was added by portions, and the mixture was stirred at room temperature for 18 hr. Diethyl ether (30 mL) was added to the reaction mixture, and the precipitated insoluble material was filtered off, and the filtrate was concentrated under reduced pressure.... As a reaction SMILES: [CH3:1][c:2]1[cH:3][c:4](-[c:19]2[cH:20][n:21][c:22]([CH2:24][C:25]3([C:31](=[O:32])[O:33][CH2:34][CH3:35])[C:26](=[O:30])[NH:27][CH2:28][CH2:29]3)[s:23]2)[cH:5][c:6]([NH:8][c:9]2[n:10][cH:11][cH:12][c:13]([C:15]([F:16])([F:17])[F:18])[n:14]2)[cH:7]1.[CH3:41][OH:42].[CH3:45][CH2:46][O:47][C:48](=[O:49])[CH3:50].[Li+:43].[O:36]1[CH2:37][CH2:38][CH2:39][CH2:40]1.[OH-:44].[OH2:51]>>[CH3:1][c:2]1[cH:3][c:4](-[c:19]2[cH:20][n:21][c:22]([CH2:24][C:25]3([C:31](=[O:32])[OH:33])[C:26](=[O:30])[NH:27][CH2:28][CH2:29]3)[s:23]2)[cH:5][c:6]([NH:8][c:9]2[n:10][cH:11][cH:12][c:13]([C:15]([F:16])([F:17])[F:18])[n:14]2)[cH:7]1. Reactants: CCOC(=O)C1(Cc2ncc(-c3cc(C)cc(Nc4nccc(C(F)(F)F)n4)c3)s2)CCNC1=O, CO, CCOC(C)=O, [Li+], C1CCOC1, [OH-], O. Product: Cc1cc(Nc2nccc(C(F)(F)F)n2)cc(-c2cnc(CC3(C(=O)O)CCNC3=O)s2)c1. RXN SMILES: [CH2:1]([Li:2])[CH2:3][CH2:4][CH3:5].[OH2:15].[c:6]1([C:12]#[C:13][CH3:14])[cH:7][cH:8][cH:9][cH:10][cH:11]1>>[c:6]1([CH2:12][C:13]#[CH:14])[cH:7][cH:8][cH:9][cH:10][cH:11]1. Starting materials: [Li]CCCC, O, CC#Cc1ccccc1. The product is C#CCc1ccccc1. Starting materials: polystyrene, CO (methanol), C(CCCCC(=O)[O-])(=O)OC (monomethyl adipate), ( c ). Solvent: O (water). Product: C(CCCCC(=O)O)(=O)O (adipic acid). Yield: 98.4%. As a reaction SMILES: [C:1]([O:10]C)(=[O:9])[CH2:2][CH2:3][CH2:4][CH2:5][C:6]([O-:8])=[O:7].CO>O>[C:1]([OH:10])(=[O:9])[CH2:2][CH2:3][CH2:4][CH2:5][C:6]([OH:8])=[O:7]. Reported procedure: 16 g of a strongly acidic ion exchanger (cross-linked polystyrene containing sulfo groups) were suspended in a solution of 160 g of monomethyl adipate prepared according to (c), in 270 g of water. The reaction mixture was heated in a 1 l three-necked flask with an attached spinning band column until no further methanol passed over. The ion exchanger was filtered off; 144.5 g (99% yield) of adipic acid of melting point 153° C. were obtained from the filtrate after crystallization and partial evap... RXN SMILES: [CH3:31][CH2:32][O:33][C:34](=[O:35])[CH3:36].[CH:11]1([N:17]=[C:18]=[N:19][CH:20]2[CH2:21][CH2:22][CH2:23][CH2:24][CH2:25]2)[CH2:12][CH2:13][CH2:14][CH2:15][CH2:16]1.[O:26]=[CH:27][N:28]([CH3:29])[CH3:30].[OH:1][n:2]1[c:3]2[c:4]([cH:5][cH:6][cH:7][cH:8]2)[n:9][n:10]1>>[O:1]=[C:18]([NH:17][CH:11]1[CH2:12][CH2:13][CH2:14][CH2:15][CH2:16]1)[NH:19][CH:20]1[CH2:21][CH2:22][CH2:23][CH2:24][CH2:25]1. Yields the product O=C(NC1CCCCC1)NC1CCCCC1. Reactants: CCOC(C)=O, C(=NC1CCCCC1)=NC1CCCCC1, CN(C)C=O, On1nnc2ccccc21. Starting materials: O=C([O-])O, CCN1CCOCC1, CCN=C=NCCCN(C)C, CN(C)C=O, O=C(O)C1CCC(=O)N1C1CCCC1, NCc1ccc(F)cc1Cl, ClCCl, Cl, [Na+], On1nnc2ccccc21. Yields the product O=C(NCc1ccc(F)cc1Cl)C1CCC(=O)N1C1CCCC1. RXN SMILES: [C:55](=[O:56])([O-:57])[OH:58].[CH2:37]([N:38]1[CH2:39][CH2:40][O:41][CH2:42][CH2:43]1)[CH3:44].[CH3:16][N:17]([CH3:18])[CH2:19][CH2:20][CH2:21][N:22]=[C:23]=[N:24][CH2:25][CH3:26].[CH3:63][N:64]([CH3:65])[CH:66]=[O:67].[CH:1]1([N:6]2[CH:7]([C:8](=[O:9])[OH:10])[CH2:11][CH2:12][C:13]2=[O:14])[CH2:2][CH2:3][CH2:4][CH2:5]1.[Cl:45][c:46]1[c:47]([CH2:53][NH2:54])[cH:48][cH:49][c:50]([F:52])[cH:51]1.[Cl:60][CH2:61][Cl:62].[ClH:15].[Na+:59].[OH:27][n:28]1[c:29]2[cH:30][cH:31][cH:32][cH:33][c:34]2[n:35][n:36]1>>[CH:1]1([N:6]2[CH:7]([C:8](=[O:10])[NH:54][CH2:53][c:47]3[c:46]([Cl:45])[cH:51][c:50]([F:52])[cH:49][cH:48]3)[CH2:11][CH2:12][C:13]2=[O:14])[CH2:2][CH2:3][CH2:4][CH2:5]1. Starting materials: CCCCc1nc2ccc(NC(=O)C(C)C)cc2n1Cc1ccc(-c2ccccc2C(=O)O)c(C(C)(C)C)c1, O=C(O)C(F)(F)F. Product: CCCCc1nc2ccc(NC(=O)C(C)C)cc2n1Cc1ccc(-c2ccccc2C(=O)O)cc1. RXN SMILES: [C:1]([CH3:2])([CH3:3])([CH3:4])[c:5]1[c:6](-[c:31]2[c:32]([C:37](=[O:38])[OH:39])[cH:33][cH:34][cH:35][cH:36]2)[cH:7][cH:8][c:9]([CH2:11][n:12]2[c:13]([CH2:27][CH2:28][CH2:29][CH3:30])[n:14][c:15]3[c:16]2[cH:17][c:18]([NH:21][C:22](=[O:23])[CH:24]([CH3:25])[CH3:26])[cH:19][cH:20]3)[cH:10]1.[OH:40][C:41]([C:42]([F:43])([F:44])[F:45])=[O:46]>>[cH:5]1[c:6](-[c:31]2[c:32]([C:37](=[O:38])[OH:39])[cH:33][cH:34][cH:35][cH:36]2)[cH:7][cH:8][c:9]([CH2:11][n:12]2[c:13]([CH2:27][CH2:28][CH2:29][CH3:30])[n:14][c:15]3[c:16]2[cH:17][c:18]([NH:21][C:22](=[O:23])[CH:24]([CH3:25])[CH3:26])[cH:19][cH:20]3)[cH:10]1. Starting materials: FC(S(=O)(=O)OC1=NN(C2=C1C(=NC=C2)OC)C2CCOCC2)(F)F (4-methoxy-1-(tetrahydro-2H-pyran-4-yl)-1H-pyrazolo[4,3-c]pyridin-3-yl trifluoromethanesulfonate), CC1(OB(OC1(C)C)C1=CC=C(C=C1)S(=O)(=O)N)C (4-(4,4,5,5-tetramethyl-1,3,2-dioxaborolan-2-yl)benzenesulfonamide), C([O-])([O-])=O.[Na+].[Na+] (sodium carbonate), O (water). Reagents/catalysts: C=1C=CC(=CC1)[P](C=2C=CC=CC2)(C=3C=CC=CC3)[Pd]([P](C=4C=CC=CC4)(C=5C=CC=CC5)C=6C=CC=CC6)([P](C=7C=CC=CC7)(C=8C=CC=CC8)C=9C=CC=CC9)[P](C=1C=CC=CC1)(C=1C=CC=CC1)C=1C=CC=CC1 (tetrakis(triphenylphosphine)palladium(0)). The solvent is COCCOC (DME). Product: COC1=NC=CC2=C1C(=NN2C2CCOCC2)C2=CC=C(C=C2)S(=O)(=O)N (4-(4-methoxy-1-(tetrahydro-2H-pyran-4-yl)-1H-pyrazolo[4,3-c]pyridin-3-yl)benzenesulfonamide). As a reaction SMILES: FC(F)(F)S(O[C:7]1[C:11]2[C:12]([O:16][CH3:17])=[N:13][CH:14]=[CH:15][C:10]=2[N:9]([CH:18]2[CH2:23][CH2:22][O:21][CH2:20][CH2:19]2)[N:8]=1)(=O)=O.CC1(C)C(C)(C)OB([C:34]2[CH:39]=[CH:38][C:37]([S:40]([NH2:43])(=[O:42])=[O:41])=[CH:36][CH:35]=2)O1.C(=O)([O-])[O-].[Na+].[Na+].O>COCCOC.C1C=CC([P]([Pd]([P](C2C=CC=CC=2)(C2C=CC=CC=2)C2C=CC=CC=2)([P](C2C=CC=CC=2)(C2C=CC=CC=2)C2C=CC=CC=2)[P](C2C=CC=CC=2)(C2C=CC=CC=2)C2C=CC=CC=2)(C2C=CC=CC=2)C2C=CC=CC=2)=CC=1>[CH3:17][O:16][C:12]1[C:11]2[C:7]([C:34]3[CH:39]=[CH:38][C:37]([S:40]([NH2:43])(=[O:42])=[O:41])=[CH:36][CH:35]=3)=[N:8][N:9]([CH:18]3[CH2:19][CH2:20][O:21][CH2:22][CH2:23]3)[C:10]=2[CH:15]=[CH:14][N:13]=1 |f:2.3.4,^1:61,63,82,101|. Procedure: A solution of 4-methoxy-1-(tetrahydro-2H-pyran-4-yl)-1H-pyrazolo[4,3-c]pyridin-3-yl trifluoromethanesulfonate (150 mg), 4-(4,4,5,5-tetramethyl-1,3,2-dioxaborolan-2-yl)benzenesulfonamide (167 mg), tetrakis(triphenylphosphine)palladium(0) (45.5 mg) and 2M aqueous sodium carbonate solution (1.0 mL) in DME (15 mL) was heated overnight with reflux under nitrogen atmosphere. To the reaction mixture was added water, and the mixture was extracted with ethyl acetate. The organic layer was washed successi... Reactants: C(C)(C)(C)OC(N[C@@](CCC1=CC(=C(C=C1)O)N)(C)CO)=O ([(R)-3-(3-Amino-4-hydroxy-phenyl)-1-hydroxymethyl-1-methyl-propyl]-carbamic acid tert-butyl ester), Cl.C(C)OC(CCCCC)=N (hexanimidic acid ethyl ester hydrochloride). The solvent is C(Cl)Cl (DCM). Product: C(C)(C)(C)OC(N[C@@](CCC=1C=CC2=C(N=C(O2)CCCCC)C1)(C)CO)=O ([(R)-1-Hydroxymethyl-1-methyl-3-(2-pentyl-benzoxazol-5-yl)-propyl]-carbamic acid tert-butyl ester). RXN SMILES: [C:1]([O:5][C:6](=[O:22])[NH:7][C@:8]([CH2:20][OH:21])([CH3:19])[CH2:9][CH2:10][C:11]1[CH:16]=[CH:15][C:14]([OH:17])=[C:13]([NH2:18])[CH:12]=1)([CH3:4])([CH3:3])[CH3:2].Cl.C(O[C:27](=N)[CH2:28][CH2:29][CH2:30][CH2:31][CH3:32])C>C(Cl)Cl>[C:1]([O:5][C:6](=[O:22])[NH:7][C@:8]([CH2:20][OH:21])([CH3:19])[CH2:9][CH2:10][C:11]1[CH:16]=[CH:15][C:14]2[O:17][C:27]([CH2:28][CH2:29][CH2:30][CH2:31][CH3:32])=[N:18][C:13]=2[CH:12]=1)([CH3:4])([CH3:2])[CH3:3] |f:1.2|. Procedure details: A solution of [(R)-3-(3-Amino-4-hydroxy-phenyl)-1-hydroxymethyl-1-methyl-propyl]-carbamic acid tert-butyl ester (500 mg, 1.61 mmol) and hexanimidic acid ethyl ester hydrochloride (318 mg, 1.77 mmol) in DCM (6 ml) was stirred for 16 hours at RT. Evaporation of the solvent in vacuum was followed by silica gel chromatography (eluent: DCM/methanol 40/1). Product containing fractions were pooled and evaporated in vacuum. Crystallization from pentane provided the title compound as a colorless solid. m...